Dataset: the Open Reaction Database (ORD), a public repository of structured organic reaction records. Task: describe an organic reaction: reactants, conditions, products, and yield The reactants are CC(C)=O, O=C=Nc1ccc(Cl)c(Cl)c1, Nc1cccc(NC(=O)C(F)(F)F)c1. Yields the product O=C(Nc1cccc(NC(=O)C(F)(F)F)c1)Nc1ccc(Cl)c(Cl)c1. RXN SMILES: [CH3:26][C:27](=[O:28])[CH3:29].[Cl:15][c:16]1[cH:17][c:18]([N:23]=[C:24]=[O:25])[cH:19][cH:20][c:21]1[Cl:22].[NH2:1][c:2]1[cH:3][c:4]([NH:5][C:6]([C:7]([F:8])([F:9])[F:10])=[O:11])[cH:12][cH:13][cH:14]1>>[NH:1]([c:2]1[cH:3][c:4]([NH:5][C:6]([C:7]([F:8])([F:9])[F:10])=[O:11])[cH:12][cH:13][cH:14]1)[C:24]([NH:23][c:18]1[cH:17][c:16]([Cl:15])[c:21]([Cl:22])[cH:20][cH:19]1)=[O:25]. The reactants are CC(C)(C)OC(=O)NCCC(O)c1cccc(Cl)c1, C1CCOC1, O=C1NC(=O)c2ccccc21, CCOC(=O)N=NC(=O)OCC, c1ccc(P(c2ccccc2)c2ccccc2)cc1. Product: CC(C)(C)OC(=O)NCCC(c1cccc(Cl)c1)N1C(=O)c2ccccc2C1=O. As a reaction SMILES: [C:1]([CH3:2])([CH3:3])([CH3:4])[O:5][C:6]([NH:7][CH2:8][CH2:9][CH:10]([OH:11])[c:12]1[cH:13][c:14]([Cl:18])[cH:15][cH:16][cH:17]1)=[O:19].[CH2:62]1[O:63][CH2:64][CH2:65][CH2:66]1.[O:20]=[C:21]1[NH:22][C:23](=[O:24])[c:25]2[cH:26][cH:27][cH:28][cH:29][c:30]21.[O:50]=[C:51]([O:52][CH2:53][CH3:54])[N:55]=[N:56][C:57]([O:58][CH2:59][CH3:60])=[O:61].[c:31]1([P:32]([c:33]2[cH:34][cH:35][cH:36][cH:37][cH:38]2)[c:39]2[cH:40][cH:41][cH:42][cH:43][cH:44]2)[cH:45][cH:46][cH:47][cH:48][cH:49]1>>[C:1]([CH3:2])([CH3:3])([CH3:4])[O:5][C:6]([NH:7][CH2:8][CH2:9][CH:10]([c:12]1[cH:13][c:14]([Cl:18])[cH:15][cH:16][cH:17]1)[N:22]1[C:21](=[O:20])[c:30]2[c:25]([cH:26][cH:27][cH:28][cH:29]2)[C:23]1=[O:24])=[O:19]. Reactants: ClS(=O)(=O)O (chlorosulfonic acid), BrC1=C(C=CC=C1)OC (1-bromo-2-methoxy-benzene), N1(CCOCC1)C1=CC=C(C=C1)N (4-morpholin-4-yl-phenylamine). The solvent is O (water), C(Cl)Cl (DCM). The product is BrC=1C=C(C=CC1OC)S(=O)(=O)NC1=CC=C(C=C1)N1CCOCC1 (3-Bromo-4-methoxy-N-(4-morpholin-4-yl-phenyl)-benzenesulfonamide). RXN SMILES: Cl[S:2]([OH:5])(=O)=[O:3].[Br:6][C:7]1[CH:12]=[CH:11][CH:10]=[CH:9][C:8]=1[O:13][CH3:14].[N:15]1([C:21]2[CH:26]=[CH:25][C:24]([NH2:27])=[CH:23][CH:22]=2)[CH2:20][CH2:19][O:18][CH2:17][CH2:16]1>O.C(Cl)Cl>[Br:6][C:7]1[CH:12]=[C:11]([S:2]([NH:27][C:24]2[CH:23]=[CH:22][C:21]([N:15]3[CH2:20][CH2:19][O:18][CH2:17][CH2:16]3)=[CH:26][CH:25]=2)(=[O:5])=[O:3])[CH:10]=[CH:9][C:8]=1[O:13][CH3:14]. Procedure details: To stirred, cold (0 C) chlorosulfonic acid was added 1-bromo-2-methoxy-benzene (1 g) dropwise. The mixture was then allowed to warm to room temp and was stirred for 1 h. The mixture was then cooled again (0 C) and ice was added carefully until no further effervescence was seen. This was further diluted with water and extracted with DCM. The dried extracts were evaporated giving a pale yellow gum. This material was then dissolved in DCM (15 ml) and was treated with 4-morpholin-4-yl-phenylamine (1...